From a dataset of the Open Reaction Database (ORD), a public repository of structured organic reaction records. describe an organic reaction: reactants, conditions, products, and yield Yields the product NC1=C(C=C(C=C1)C(CNC(C)(C)C)O)C(F)(F)F (1-(4'-Amino-3'-trifluoromethyl-phenyl)-2-tert.butylamino ethanol). The reagents and catalysts are [Pd] (palladium). RXN SMILES: [NH2:1][C:2]1[CH:7]=[CH:6][C:5]([CH:8]([OH:22])[CH2:9][N:10](CC2C=CC=CC=2)[C:11]([CH3:14])([CH3:13])[CH3:12])=[CH:4][C:3]=1[C:23]([F:26])([F:25])[F:24].[H][H]>CO.Cl.[Pd]>[NH2:1][C:2]1[CH:7]=[CH:6][C:5]([CH:8]([OH:22])[CH2:9][NH:10][C:11]([CH3:14])([CH3:12])[CH3:13])=[CH:4][C:3]=1[C:23]([F:24])([F:25])[F:26]. Reactants: 50, [H][H] (hydrogen), NC1=C(C=C(C=C1)C(CN(C(C)(C)C)CC1=CC=CC=C1)O)C(F)(F)F (1-(4'-amino-3'-trifluoromethyl-phenyl)-2-(N-benzyl-N-tert.butylamino)-ethanol). Run in Cl (hydrochloric acid), CO (methanol). Reported procedure: 0.45 gm of 1-(4'-amino-3'-trifluoromethyl-phenyl)-2-(N-benzyl-N-tert.butylamino)-ethanol were dissolved in 10 ml of methanol and 1.4 ml of 1N hydrochloric acid, and the solution was hydrogenated in a hydrogenation vessel in the presence of 50 mgm of palladium/coal-catalyst (10%) until 1 mol of hydrogen had been absorbed. The catalyst was removed by filtration, the filtrate was evaporated in vacuo, and the residue was distributed between ethyl acetate and 2N ammonia. The organic layer was washed ... Starting materials: N1(CCC=CC1)C1=NC(=[N+](C(=N1)NC(=O)OCC(C)C)[O-])NC(=O)OCC(C)C (diisobutyl 6-[3,6-dihydro-1(2H)-pyridyl]-s-triazine-2,4-dicarbamate-3-oxide), C(Cl)Cl (methylene chloride), [OH-].[Na+] (sodium hydroxide). Run in O (water). Conditions: time 75 minute. The product is N1(CCC=CC1)C1=NC=2N(C(=N1)NC(=O)OCC(C)C)OC(N2)=O (isobutyl 5-[3,6-dihydro-1(2H)-pyridyl]-2-oxo-2H-[1,2,4]oxadiazolo[2,3-a]-s-triazine-7-carbamate). Reaction SMILES: [N:1]1([C:7]2[N:12]=[C:11]([NH:13][C:14]([O:16][CH2:17][CH:18]([CH3:20])[CH3:19])=[O:15])[N+:10]([O-:21])=[C:9]([NH:22][C:23](OCC(C)C)=[O:24])[N:8]=2)[CH2:6][CH:5]=[CH:4][CH2:3][CH2:2]1.C(Cl)Cl.[OH-].[Na+]>O>[N:1]1([C:7]2[N:12]=[C:11]([NH:13][C:14]([O:16][CH2:17][CH:18]([CH3:20])[CH3:19])=[O:15])[N:10]3[O:21][C:23](=[O:24])[N:22]=[C:9]3[N:8]=2)[CH2:6][CH:5]=[CH:4][CH2:3][CH2:2]1 |f:2.3|. Reported procedure: 8 g. of diisobutyl 6-[3,6-dihydro-1(2H)-pyridyl]-s-triazine-2,4-dicarbamate-3-oxide are dissolved in 300 ml. of methylene chloride and 1000 ml. of water and adjusted to pH 12.7 with concentrated sodium hydroxide. The mixture is stirred for 75 minutes, the organic phase is separated and the aqueous phase is adjusted to pH 4 with 3-N hydrochloric acid solution. The thus-obtained acidic aqueous solution is extracted with methylene chloride. The organic extracts are dried over sodium sulfate and eva... Reactants: Cc1nc(N2CCCCC2=O)sc1C(=O)NCc1ccccc1, C[Si](C)(C)[N-][Si](C)(C)C, O=Cc1ccccc1, ClCCl, [Li+], C1CCOC1, O. Product: Cc1nc(N2CCCC(C(O)c3ccccc3)C2=O)sc1C(=O)NCc1ccccc1. As a reaction SMILES: [CH2:1]([c:2]1[cH:3][cH:4][cH:5][cH:6][cH:7]1)[NH:8][C:9](=[O:10])[c:11]1[c:12]([CH3:23])[n:13][c:14]([N:16]2[C:17](=[O:22])[CH2:18][CH2:19][CH2:20][CH2:21]2)[s:15]1.[CH3:24][Si:25]([N-:26][Si:27]([CH3:28])([CH3:29])[CH3:30])([CH3:31])[CH3:32].[CH:34](=[O:35])[c:36]1[cH:37][cH:38][cH:39][cH:40][cH:41]1.[Cl:48][CH2:49][Cl:50].[Li+:33].[O:43]1[CH2:44][CH2:45][CH2:46][CH2:47]1.[OH2:42]>>[CH2:1]([c:2]1[cH:3][cH:4][cH:5][cH:6][cH:7]1)[NH:8][C:9](=[O:10])[c:11]1[c:12]([CH3:23])[n:13][c:14]([N:16]2[C:17](=[O:22])[CH:18]([CH:34]([OH:35])[c:36]3[cH:37][cH:38][cH:39][cH:40][cH:41]3)[CH2:19][CH2:20][CH2:21]2)[s:15]1.